From a dataset of the Open Reaction Database (ORD), a public repository of structured organic reaction records. describe an organic reaction: reactants, conditions, products, and yield Isolated yield 31.0%. RXN SMILES: I[C:2]1C=CC(O)=CC=1.C(=O)([O-])[O-].[K+].[K+].[I:15][C:16]1[CH:32]=[CH:31][C:19]([O:20][CH:21]([CH2:23][CH2:24][CH2:25][CH2:26][CH2:27][CH2:28][CH2:29][CH3:30])[CH3:22])=[CH:18][CH:17]=1>CN(C=O)C>[I:15][C:16]1[CH:32]=[CH:31][C:19]([O:20][CH:21]([CH2:23][CH2:24][CH2:25][CH2:26][CH2:27][CH2:28][CH2:29][CH2:30][CH3:2])[CH3:22])=[CH:18][CH:17]=1 |f:1.2.3|. Reported procedure: The above product (31.3 g, 136.7 mmol) was reacted with 4-iodophenol (30.1 g, 136.8 mmol), and potassium carbonate (18.9 g, 136.7 mmol) in DMF (270 ml) at 80° C. as for 2-(4-iodophenoxy)decane. After stirring for 13 hrs, the reaction was analyzed by 1H NMR indicating that the reaction was about 66% complete. The temperature of the oil was increased 84° C. After an additional 34 hrs, 1H NMR spectral analysis indicated that the reaction was complete. The reaction was processed as for 2-(4-iodophen... The product is IC1=CC=C(OC(C)CCCCCCCCC)C=C1 (2-(4-iodophenoxy)-undecane). Run in CN(C)C=O (DMF). Run at temperature 84 celsius, time 13 hour. Reactants: IC1=CC=C(OC(C)CCCCCCCC)C=C1 (2-(4-iodophenoxy)-decane), product, IC1=CC=C(C=C1)O (4-iodophenol), C([O-])([O-])=O.[K+].[K+] (potassium carbonate), IC1=CC=C(OC(C)CCCCCCCC)C=C1 (2-(4-iodophenoxy)decane). The reactants are ON(C(=O)N)C(C)C1=CC2=C(S1)C=CC(=C2)CC(C)C (N-hydroxy-N-[1-(5-(2,2-dimethylethyl)benzo[b]thien-2-yl)-ethyl]urea), S1C=CC2=C1C=CC=C2 (benzothiophene). The product is ON(C(=O)N)C(C)C=1C2=C(SC1)C=CC(=C2)CC(C)C (N-hydroxy-N-[1-(5-(2,2-dimethylethyl)benzo[b]thien-3-yl)ethyl]urea). RXN SMILES: [OH:1][N:2]([CH:6](C1SC2C=CC(CC(C)C)=CC=2C=1)[CH3:7])[C:3]([NH2:5])=[O:4].[S:21]1[C:25]2[CH:26]=[CH:27][CH:28]=[CH:29][C:24]=2[CH:23]=[CH:22]1>>[OH:1][N:2]([CH:6]([C:23]1[C:24]2[CH:29]=[C:28]([CH2:23][CH:24]([CH3:29])[CH3:25])[CH:27]=[CH:26][C:25]=2[S:21][CH:22]=1)[CH3:7])[C:3]([NH2:5])=[O:4]. Procedure details: N-hydroxy-N-[1-(5-(2,2-dimethylethyl)benzo[b]thien-2-yl)-ethyl]urea. The desired compound was prepared according to the method of example 2, except using the material prepared as in step c, above, instead of benzothiophene. (R1 =NH2, A=CHCH3, X=S[2-isomer], Y=5-(CH3)3C). Reaction SMILES: [CH3:44][CH:45]([CH3:46])[CH2:47][C:48](=[O:49])[CH3:50].[NH:26]1[CH2:27][CH2:28][CH:29]([N:32]2[C:33](=[O:37])[NH:34][CH2:35][CH2:36]2)[CH2:30][CH2:31]1.[Na+:38].[Na+:39].[O-:40][C:41](=[O:42])[O-:43].[S:1]([O:2][CH2:12][CH2:13][CH:14]1[CH2:15][O:16][c:17]2[c:18]([cH:20][c:21]([Cl:25])[c:22]([Cl:24])[cH:23]2)[O:19]1)([c:3]1[cH:4][cH:5][c:6]([CH3:7])[cH:8][cH:9]1)(=[O:10])=[O:11]>>[CH2:12]([CH2:13][CH:14]1[CH2:15][O:16][c:17]2[c:18]([cH:20][c:21]([Cl:25])[c:22]([Cl:24])[cH:23]2)[O:19]1)[N:26]1[CH2:27][CH2:28][CH:29]([N:32]2[C:33](=[O:37])[NH:34][CH2:35][CH2:36]2)[CH2:30][CH2:31]1. The reactants are CC(=O)CC(C)C, O=C1NCCN1C1CCNCC1, [Na+], [Na+], O=C([O-])[O-], Cc1ccc(S(=O)(=O)OCCC2COc3cc(Cl)c(Cl)cc3O2)cc1. Yields the product O=C1NCCN1C1CCN(CCC2COc3cc(Cl)c(Cl)cc3O2)CC1. The reactants are Cl (HCl), [Si](C)(C)(C(C)(C)C)OCC1CCN(CC1)C=1C=CC(=NC1)NC=1N=CC2=C(N1)N(C1=C2C=CN=C1F)C1CCCC1 (N-(5-(4-(((tert-Butyl(dimethyl)silyl)oxy)methyl)-1-piperidinyl)-2-pyridinyl)-9-cyclopentyl-8-fluoro-9H-pyrido[4′,3′:4,5]pyrrolo[2,3-d]pyrimidin-2-amine), C(=O)([O-])[O-].[K+].[K+] (K2CO3), [F-].C(CCC)[N+](CCCC)(CCCC)CCCC (Tetrabutylammonium fluoride). Run in CO (methanol), C(C)O (ethanol), C(C)OCC (Diethyl ether), C1CCOC1 (THF), C1CCOC1 (THF). Reaction conditions: time 80 minute. The product is C1(CCCC1)N1C2=C(C3=C1N=C(N=C3)NC3=CC=C(C=N3)N3CCC(CC3)CO)C=CN=C2F ((1-(6-((9-cyclopentyl-8-fluoro-9H-pyrido[4′,3′:4,5]pyrrolo[2,3-d]pyrimidin-2-yl)-amino)-3-pyridinyl)-4-piperidinyl)methanol). Isolated yield 27.5%. As a reaction SMILES: [Si]([O:8][CH2:9][CH:10]1[CH2:15][CH2:14][N:13]([C:16]2[CH:17]=[CH:18][C:19]([NH:22][C:23]3[N:24]=[CH:25][C:26]4[C:31]5[CH:32]=[CH:33][N:34]=[C:35]([F:36])[C:30]=5[N:29]([CH:37]5[CH2:41][CH2:40][CH2:39][CH2:38]5)[C:27]=4[N:28]=3)=[N:20][CH:21]=2)[CH2:12][CH2:11]1)(C(C)(C)C)(C)C.[F-].C([N+](CCCC)(CCCC)CCCC)CCC.C([O-])([O-])=O.[K+].[K+].Cl>C1COCC1.CO.C(O)C.C(OCC)C>[CH:37]1([N:29]2[C:27]3[N:28]=[C:23]([NH:22][C:19]4[N:20]=[CH:21][C:16]([N:13]5[CH2:12][CH2:11][CH:10]([CH2:9][OH:8])[CH2:15][CH2:14]5)=[CH:17][CH:18]=4)[N:24]=[CH:25][C:26]=3[C:31]3[CH:32]=[CH:33][N:34]=[C:35]([F:36])[C:30]2=3)[CH2:38][CH2:39][CH2:40][CH2:41]1 |f:1.2,3.4.5|. Reported procedure: Compound 282 (118 mg, 205 μmol) was dissolved in dry THF (3 mL). Tetrabutylammonium fluoride, 1.0M in THF (0.75 mL, 750 μmol) was added and the reaction was stirred at room temperature for 80 minutes. The resulting solution was added to aqueous K2CO3 (10%, 30 mL) and extracted with dichloromethane+10% methanol (2×30 mL). The combined organics were dried (MgSO4) and evaporated to give an orange oil. Silica gel chromatography (gradient elution ethyl acetate+2.5% TEA/0-5% methanol) afforded a yello... Reactants: COC1=C(C=CC(=C1)OC)C(C(C)C)(O)C1=CC=C(C=C1)C(C)C (1-(2,4-dimethoxyphenyl)-1-(4-isopropylphenyl)-2-methylpropan-1-ol), C(O)([O-])=O.[Na+] (sodium hydrogencarbonate). Run in Br (hydrobromic acid). Product: C(C)(C)C1=CC=C(C=C1)C1C(OC2=C1C=CC(=C2)O)(C)C (3-(4-Isopropylphenyl)-2,2-dimethyl-2,3-dihydrobenzofuran-6-ol). Isolated yield 50.6%. As a reaction SMILES: C[O:2][C:3]1[CH:8]=[C:7]([O:9]C)[CH:6]=[CH:5][C:4]=1[C:11]([C:16]1[CH:21]=[CH:20][C:19]([CH:22]([CH3:24])[CH3:23])=[CH:18][CH:17]=1)(O)[CH:12]([CH3:14])[CH3:13].C(=O)([O-])O.[Na+]>Br>[CH:22]([C:19]1[CH:18]=[CH:17][C:16]([CH:11]2[C:4]3[CH:5]=[CH:6][C:7]([OH:9])=[CH:8][C:3]=3[O:2][C:12]2([CH3:14])[CH3:13])=[CH:21][CH:20]=1)([CH3:24])[CH3:23] |f:1.2|. Procedure: A mixture of 1-(2,4-dimethoxyphenyl)-1-(4-isopropylphenyl)-2-methylpropan-1-ol (5.58 g, 17.0 mmol) and 48% hydrobromic acid (30 mL) was heated under reflux for 24 hours in an argon atmosphere. After the reaction mixture was cooled, an aqueous saturated sodium hydrogencarbonate was added to the mixture, which was then extracted twice with ethyl acetate. The organic layers were combined, washed with brine, dried over magnesium sulfate, filtered, and concentrated under reduced pressure. The residue... Reactants: N(O)=C(C(=O)OCC)C#N (ethyl α-oximinocyanoacetate), O (water), Cl.C(C=C)OC1=C(C(=N)N)C=CC=C1 (2-Allyloxybenzamidine hydrochloride), [Na] (sodium). Run in CO (methanol), C(C)(=O)O (acetic acid). The product is C(C=C)OC1=C(C=CC=C1)C=1NC(C(=C(N1)N)N=O)=O (2-(2-allyloxyphenyl)-4-amino-5-nitrosopyrimid-6-one). Yield: 55.9%. Reaction SMILES: Cl.[CH2:2]([O:5][C:6]1[CH:14]=[CH:13][CH:12]=[CH:11][C:7]=1[C:8]([NH2:10])=[NH:9])[CH:3]=[CH2:4].[Na].[N:16](=[C:18]([C:24]#[N:25])[C:19](OCC)=[O:20])[OH:17].O>CO.C(O)(=O)C>[CH2:2]([O:5][C:6]1[CH:14]=[CH:13][CH:12]=[CH:11][C:7]=1[C:8]1[NH:10][C:19](=[O:20])[C:18]([N:16]=[O:17])=[C:24]([NH2:25])[N:9]=1)[CH:3]=[CH2:4] |f:0.1,^1:14|. Procedure details: 2-Allyloxybenzamidine hydrochloride (10.2 g.) was added to a solution of sodium (4.6 g.) in anhydrous methanol (200 ml.) with stirring, followed by ethyl α-oximinocyanoacetate (7.6 g.), and the mixture was stirred under reflux for 6 hours. The hot mixture was poured into water (500 ml.) and acidified with glacial acetic acid. The blue solid was filtered off, washed with water and recrystallised from 50% aqueous acetic acid to give 2-(2-allyloxyphenyl)-4-amino-5-nitrosopyrimid-6-one (7.3 g.), m.p... RXN SMILES: C(OC([N:8]1[CH2:13][CH2:12][CH:11]([C:14]2[CH:19]=[CH:18][C:17]([F:20])=[C:16]([NH:21][C:22](=[O:40])[CH2:23][CH2:24][C:25]3[CH:30]=[CH:29][C:28]([O:31][C:32]4[CH:37]=[CH:36][C:35]([F:38])=[C:34]([F:39])[CH:33]=4)=[CH:27][CH:26]=3)[CH:15]=2)[CH2:10][CH2:9]1)=O)(C)(C)C.FC(F)(F)C(O)=O>C(Cl)Cl>[F:39][C:34]1[CH:33]=[C:32]([CH:37]=[CH:36][C:35]=1[F:38])[O:31][C:28]1[CH:29]=[CH:30][C:25]([CH2:24][CH2:23][C:22]([NH:21][C:16]2[CH:15]=[C:14]([CH:11]3[CH2:10][CH2:9][NH:8][CH2:13][CH2:12]3)[CH:19]=[CH:18][C:17]=2[F:20])=[O:40])=[CH:26][CH:27]=1. Procedure: Into a solution of tert-butyl-4-[3-({3-[4-(3,4-difluorophenoxy)phenyl]propanoyl}amino)-4-fluorophenyl]-1-piperidinecarboxylate (85.0 mg, 0.150 mmol) in CH2Cl2 (2.0 mL) was added trifluoroacetic acid (170 mg, 1.50 mmol) at room temperature. The reaction mixture was stirred for 10 min and concentrated in vacuo. The residue was dissolved in CHCl3/i-PrOH (3:1, 10 mL) and was basified to pH 11 with 5% KOH solution. The organic layer was extracted and the aqueous layer was extracted with CHCl3/i-PrOH ... The yield is 95.3%. The solvent is C(Cl)Cl (CH2Cl2). Reaction conditions: time 10 minute. Reactants: C(C)(C)(C)OC(=O)N1CCC(CC1)C1=CC(=C(C=C1)F)NC(CCC1=CC=C(C=C1)OC1=CC(=C(C=C1)F)F)=O (tert-butyl-4-[3-({3-[4-(3,4-difluorophenoxy)phenyl]propanoyl}amino)-4-fluorophenyl]-1-piperidinecarboxylate), FC(C(=O)O)(F)F (trifluoroacetic acid). Product: FC=1C=C(OC2=CC=C(C=C2)CCC(=O)NC2=C(C=CC(=C2)C2CCNCC2)F)C=CC1F (3-[4-(3,4-difluorophenoxy)phenyl]-N-[2-fluoro-5-(4-piperidinyl)phenyl]propanamide).